From a dataset of the Open Reaction Database (ORD), a public repository of structured organic reaction records. describe an organic reaction: reactants, conditions, products, and yield Reactants: C1(=CC=CC=C1)C (toluene), C([O-])([O-])=O.[Na+].[Na+] (sodium carbonate), [B] (boron), BrC1=C(C#N)C=CC=C1 (2-bromobenzonitrile). Reagents/catalysts: C=1C=CC(=CC1)[P](C=2C=CC=CC2)(C=3C=CC=CC3)[Pd]([P](C=4C=CC=CC4)(C=5C=CC=CC5)C=6C=CC=CC6)([P](C=7C=CC=CC7)(C=8C=CC=CC8)C=9C=CC=CC9)[P](C=1C=CC=CC1)(C=1C=CC=CC1)C=1C=CC=CC1 (tetrakis(triphenylphosphine)palladium(0)), C1(=CC=CC=C1)P(C1=CC=CC=C1)C1=CC=CC=C1 (triphenylphosphine). The solvent is O (water), C(C)O (ethanol), O1CCCC1 (tetrahydrofuran). Reaction conditions: time 24 hour. Product: C(=O)C1=C(C=CC=C1)C1=C(C=CC=C1)C#N (2-formyl-2'-cyanobiphenyl). RXN SMILES: [B].Br[C:3]1[CH:10]=[CH:9][CH:8]=[CH:7][C:4]=1[C:5]#[N:6].[C:11]1([CH3:17])[CH:16]=[CH:15][CH:14]=[CH:13][CH:12]=1.C(=O)([O-])[O-:19].[Na+].[Na+]>C1C=CC([P]([Pd]([P](C2C=CC=CC=2)(C2C=CC=CC=2)C2C=CC=CC=2)([P](C2C=CC=CC=2)(C2C=CC=CC=2)C2C=CC=CC=2)[P](C2C=CC=CC=2)(C2C=CC=CC=2)C2C=CC=CC=2)(C2C=CC=CC=2)C2C=CC=CC=2)=CC=1.C1(P(C2C=CC=CC=2)C2C=CC=CC=2)C=CC=CC=1.O1CCCC1.O.C(O)C>[CH:17]([C:11]1[CH:16]=[CH:15][CH:14]=[CH:13][C:12]=1[C:3]1[CH:10]=[CH:9][CH:8]=[CH:7][C:4]=1[C:5]#[N:6])=[O:19] |f:3.4.5,^1:27,29,48,67|. Procedure: The boron compound (24) (65.6 g) and 2-bromobenzonitrile (84 g) were placed into a 3 liter 3-neck flask fitted with a mechanical stirrer containing 20 g of tetrakis(triphenylphosphine)palladium(0), 1 liter of toluene, 480 ml of 2M sodium carbonate solution and 240 ml ethanol. The mixture was gently refluxed under argon with rapid stirring for 24 hours. A further 3 g of triphenylphosphine was added and the mixture was continued to reflux overnight. While it was still warm 200 ml of water and 300 ... The solvent is C(C)N(CC)CC (triethylamine), C(C)O (ethanol), C(C)(=O)OCC (ethyl acetate), C(C)(C)O (isopropyl alcohol), C(C)#N (acetonitrile), C(C)(C)(C)OC (methyl t-butyl ether), C1(=CC=CC=C1)C (toluene), CO (methanol). Yields the product N[C@@H](CCCCN)C(=O)O (lysine), ( 5 ). Reaction conditions: time 21 hour. Starting materials: tertiary amine, CC(CCC[C@H](N)C(=O)O)(N)C (6,6-dimethyl lysine), C(C)(=O)[O-] (acetate), C(C)(C)N(CC)C(C)C (diisopropylethylamine), C(C)(=O)[O-] (acetate), CC(CCC[C@H](N)C(=O)O)(N)C (6,6-dimethyl lysine), ( 3 ), C(C)N(C(C)C)CC (diethylisopropylamine). As a reaction SMILES: C[C:2](C)([NH2:11])[CH2:3][CH2:4][CH2:5][C@@H:6]([C:8]([OH:10])=[O:9])[NH2:7].C([O-])(=O)C.C(N(CC)C(C)C)C.C(N(C(C)C)CC)(C)C>C(N(CC)CC)C.C1(C)C=CC=CC=1.C(OC)(C)(C)C.C(OCC)(=O)C.C(O)(C)C.C(O)C.CO.C(#N)C>[NH2:7][C@H:6]([C:8]([OH:10])=[O:9])[CH2:5][CH2:4][CH2:3][CH2:2][NH2:11]. Reported procedure: The 6,6-dimethyl lysine derivative of the formula (3) is dissolved in a suitable solvent and reacted with acetate derivative in the presence of a base. The solvent is exemplified by acetonitrile, methanol, ethanol, isopropyl alcohol, ethyl acetate, methyl t-butyl ether, toluene and the like. As the base, tertiary amine, such as triethylamine, diethylisopropylamine, diisopropylethylamine and the like, is used in an amount of generally 2-10 equivalents, preferably 3-4 equivalents relative to the 6... The reactants are BrCc1ccccc1, O=C([O-])[O-], CCOCC, CCCCCC, CCOC(C)=O, Cl, [K+], [K+], CN(C)C=O, O, N#Cc1ccc(O)cc1. The product is N#Cc1ccc(OCc2ccccc2)cc1. As a reaction SMILES: [Br:16][CH2:17][c:18]1[cH:19][cH:20][cH:21][cH:22][cH:23]1.[C:10](=[O:11])([O-:12])[O-:13].[CH2:37]([O:38][CH2:39][CH3:40])[CH3:41].[CH3:31][CH2:32][CH2:33][CH2:34][CH2:35][CH3:36].[CH3:42][CH2:43][O:44][C:45](=[O:46])[CH3:47].[ClH:24].[K+:14].[K+:15].[O:25]=[CH:26][N:27]([CH3:28])[CH3:29].[OH2:30].[OH:1][c:2]1[cH:3][cH:4][c:5]([C:8]#[N:9])[cH:6][cH:7]1>>[O:1]([c:2]1[cH:3][cH:4][c:5]([C:8]#[N:9])[cH:6][cH:7]1)[CH2:17][c:18]1[cH:19][cH:20][cH:21][cH:22][cH:23]1. Yield: 38.5%. Reactants: BrC1=CC=C(S1)S(=O)(=O)NC1=CC(=CC=C1)C1=NN=NN1 (5-bromo-N-[3-(1H-tetrazol-5-yl)phenyl]thiophene-2-sulfonamide), BrC1=CC=C(S1)S(=O)(=O)NC1=CC(=CC=C1)C1=NN=NN1 (5-bromo-N-[3-(1H-tetrazol-5-yl)phenyl]thiophene-2-sulfonamide), FC1=CC(=C(C=C1)B(O)O)OC (4-fluoro-2-methoxyphenylboronic acid). Reported procedure: The product was prepared according to General Procedure 3, described in Example 22, starting from 5-bromo-N-[3-(1H-tetrazol-5-yl)phenyl]thiophene-2-sulfonamide (Intermediate 17) (19 mg, 0.05 mmol) and 4-fluoro-2-methoxyphenylboronic acid (10 mg, 0.06 mmol) giving 8.3 mg (37%) of the title compound. MS (ESI+) calcd for C18H14FN5O3S2 431.052209, found 431.052249. Product: FC1=CC(=C(C=C1)C1=CC=C(S1)S(=O)(=O)NC1=CC(=CC=C1)C1=NN=NN1)OC (5-(4-Fluoro-2-methoxyphenyl)-N-[3-(1H-tetrazol-5-yl)phenyl]thiophene-2-sulfonamide). As a reaction SMILES: Br[C:2]1[S:6][C:5]([S:7]([NH:10][C:11]2[CH:16]=[CH:15][CH:14]=[C:13]([C:17]3[NH:21][N:20]=[N:19][N:18]=3)[CH:12]=2)(=[O:9])=[O:8])=[CH:4][CH:3]=1.[F:22][C:23]1[CH:28]=[CH:27][C:26](B(O)O)=[C:25]([O:32][CH3:33])[CH:24]=1>>[F:22][C:23]1[CH:28]=[CH:27][C:26]([C:2]2[S:6][C:5]([S:7]([NH:10][C:11]3[CH:16]=[CH:15][CH:14]=[C:13]([C:17]4[NH:21][N:20]=[N:19][N:18]=4)[CH:12]=3)(=[O:9])=[O:8])=[CH:4][CH:3]=2)=[C:25]([O:32][CH3:33])[CH:24]=1. Reactants: CCOC(=O)CCc1ccc(CCN2CCN(Cc3ccccc3)CC2)cc1, CCO, Cl, Cl, [H][H], CCOC(=O)CCc1ccc(CCN2CCNCC2)cc1. Yields the product CCOC(=O)CCc1ccc(CCN2CCNCC2)cc1. RXN SMILES: [CH2:1]([c:2]1[cH:3][cH:4][cH:5][cH:6][cH:7]1)[N:8]1[CH2:9][CH2:10][N:11]([CH2:14][CH2:15][c:16]2[cH:17][cH:18][c:19]([CH2:22][CH2:23][C:24](=[O:25])[O:26][CH2:27][CH3:28])[cH:20][cH:21]2)[CH2:12][CH2:13]1.[CH3:54][CH2:55][OH:56].[ClH:31].[ClH:32].[H:29][H:30].[N:33]1([CH2:34][CH2:35][c:36]2[cH:37][cH:38][c:39]([CH2:40][CH2:41][C:42]([O:43][CH2:44][CH3:45])=[O:46])[cH:47][cH:48]2)[CH2:49][CH2:50][NH:51][CH2:52][CH2:53]1>>[NH:8]1[CH2:9][CH2:10][N:11]([CH2:14][CH2:15][c:16]2[cH:17][cH:18][c:19]([CH2:22][CH2:23][C:24](=[O:25])[O:26][CH2:27][CH3:28])[cH:20][cH:21]2)[CH2:12][CH2:13]1. Reactants: C(C)OC(CCCOC1=C(C(=CC=C1)CCCCCCOC1=CC(=CC(=C1)S(=O)(=O)C)C1=CC2=C(OCO2)C=C1)CCC(=O)OCC)=O (4-[3-[6-(3-benzo[1,3]dioxol-5-yl-5-methanesulfonyl-phenoxy)-hexyl]-2-(2-ethoxycarbonyl-ethyl)-phenoxy]-butyric acid ethyl ester), [OH-].[Na+] (sodium hydroxide). Run in C1CCOC1 (THF), C(C)O (ethanol), C(C)#N (acetonitrile). Conditions: temperature 47.5 celsius, time 30 minute. Product: O1COC2=C1C=CC(=C2)C=2C=C(OCCCCCCC=1C(=C(OCCCC(=O)O)C=CC1)CCC(=O)O)C=C(C2)S(=O)(=O)C (4-[3-[6-(3-benzo[1,3]dioxol-5-yl-5-methanesulfonyl-phenoxy)-hexyl]-2-(2-carboxy-ethyl)-phenoxy]-butyric acid). Yield: 80.4%. As a reaction SMILES: C([O:3][C:4](=[O:48])[CH2:5][CH2:6][CH2:7][O:8][C:9]1[CH:14]=[CH:13][CH:12]=[C:11]([CH2:15][CH2:16][CH2:17][CH2:18][CH2:19][CH2:20][O:21][C:22]2[CH:27]=[C:26]([S:28]([CH3:31])(=[O:30])=[O:29])[CH:25]=[C:24]([C:32]3[CH:40]=[CH:39][C:35]4[O:36][CH2:37][O:38][C:34]=4[CH:33]=3)[CH:23]=2)[C:10]=1[CH2:41][CH2:42][C:43]([O:45]CC)=[O:44])C.[OH-].[Na+]>C1COCC1.C(O)C.C(#N)C>[O:36]1[C:35]2[CH:39]=[CH:40][C:32]([C:24]3[CH:23]=[C:22]([CH:27]=[C:26]([S:28]([CH3:31])(=[O:29])=[O:30])[CH:25]=3)[O:21][CH2:20][CH2:19][CH2:18][CH2:17][CH2:16][CH2:15][C:11]3[C:10]([CH2:41][CH2:42][C:43]([OH:45])=[O:44])=[C:9]([CH:14]=[CH:13][CH:12]=3)[O:8][CH2:7][CH2:6][CH2:5][C:4]([OH:48])=[O:3])=[CH:33][C:34]=2[O:38][CH2:37]1 |f:1.2|. Procedure: To a solution of the 4-[3-[6-(3-benzo[1,3]dioxol-5-yl-5-methanesulfonyl-phenoxy)-hexyl]-2-(2-ethoxycarbonyl-ethyl)-phenoxy]-butyric acid ethyl ester (26.7 g, 39.1 mmol) in THF (200 mL) and ethanol (200 mL) was added aqueous 1.0 N sodium hydroxide (200 mL) at room temperature. The resulting suspension was heated to 45-50° C. and the mixture was stirred for 30 min and then cooled to room temperature and stirred for 15 h at which time TLC analysis of the mixture indicated the absence of starting ma... The reactants are O1C(OCC1)CC=C1CCC(CC1)C1=CC=C(C(=O)N)C=C1 (4-[4-[2-(1,3-dioxolan-2-yl)-ethylidene]cyclohexyl]benzamide). Reagents/catalysts: [Pt].C (platinum charcoal). Solvent: O1CCOCC1.C(C)N(CC)CC (dioxan triethylamine). Product: O1C(OCC1)CC[C@@H]1CC[C@H](CC1)C1=CC=C(C(=O)N)C=C1 (4-[trans-4-[2-(1,3-dioxolan-2-yl)ethyl]cyclohexyl]benzamide). Yield: 45.7%. RXN SMILES: [O:1]1[CH2:5][CH2:4][O:3][CH:2]1[CH2:6][CH:7]=[C:8]1[CH2:13][CH2:12][CH:11]([C:14]2[CH:22]=[CH:21][C:17]([C:18]([NH2:20])=[O:19])=[CH:16][CH:15]=2)[CH2:10][CH2:9]1>[Pt].C.O1CCOCC1.C(N(CC)CC)C>[O:1]1[CH2:5][CH2:4][O:3][CH:2]1[CH2:6][CH2:7][C@H:8]1[CH2:13][CH2:12][C@H:11]([C:14]2[CH:15]=[CH:16][C:17]([C:18]([NH2:20])=[O:19])=[CH:21][CH:22]=2)[CH2:10][CH2:9]1 |f:1.2,3.4|. Reported procedure: A mixture of 500 mg of 4-[4-[2-(1,3-dioxolan-2-yl)-ethylidene]cyclohexyl]benzamide and 20 ml of dioxan/triethylamine (vol. 9:1) was hydrogenated by means of 500 mg of 10 percent platinum-charcoal for 2 hours. The reaction mixture was then filtered and the filtrate was evaporated. Recrystallization of the evaporation residue from 40 ml of dioxan gave 230 mg of 4-[trans-4-[2-(1,3-dioxolan-2-yl)ethyl]cyclohexyl]benzamide as colorless crystals.